This data is from the Open Reaction Database (ORD), a public repository of structured organic reaction records. The task is: describe an organic reaction: reactants, conditions, products, and yield Starting materials: [BH4-].[Na+] (NaBH4), C(C1=CC=CC=C1)=O (benzaldehyde), NCCN[C@@H](C(C)(C)C)C(=O)OC(C)(C)C (tert-butyl N-(2-aminoethyl)-3-methyl-L-valinate), C1(=CC=CC=C1)C (toluene). Run in CO (methanol). Run at temperature 50 celsius, time 8 hour. Product: C(C1=CC=CC=C1)NCCN[C@@H](C(C)(C)C)C(=O)OC(C)(C)C (tert-butyl N-[2-(benzylamino)ethyl]-3-methyl-L-valinate). Isolated yield 99.8%. As a reaction SMILES: [CH:1](=O)[C:2]1[CH:7]=[CH:6][CH:5]=[CH:4][CH:3]=1.[NH2:9][CH2:10][CH2:11][NH:12][C@H:13]([C:18]([O:20][C:21]([CH3:24])([CH3:23])[CH3:22])=[O:19])[C:14]([CH3:17])([CH3:16])[CH3:15].C1(C)C=CC=CC=1.[BH4-].[Na+]>CO>[CH2:1]([NH:9][CH2:10][CH2:11][NH:12][C@H:13]([C:18]([O:20][C:21]([CH3:24])([CH3:23])[CH3:22])=[O:19])[C:14]([CH3:16])([CH3:17])[CH3:15])[C:2]1[CH:7]=[CH:6][CH:5]=[CH:4][CH:3]=1 |f:3.4|. Procedure details: A solution of benzaldehyde (23 g, 217 mmol) and the product of Example 111-3 (50 g, 217 mmol, 1 equivalent) in 50:50 mixture of toluene and methanol (total volume=1400 mL), stirred at 50° C. overnight, cooled to −3° C., treated with NaBH4 (16.6 g, 434 mmol, 2equivalents) slowly over 5 hours, and stirred at room temperature for 16 hours. The reaction mixture was quenched with a saturated NaHCO3 solution (1400 mL) and extracted with ethyl acetate (1.3 L). The layers were separated and the aqueous ... Starting materials: C(C)(C)(C)OC(=O)N(C)CC1=C(C=CC(=C1)NC(=O)OC(C)(C)C)C1(CC1)C(=O)OCC (Ethyl 1-(2-(((tert-butoxycarbonyl)(methyl)amino)methyl)-4-((tert-butoxycarbonyl)amino)phenyl)cyclopropanecarboxylate), Cl (HCl). The solvent is CCOC(=O)C (EtOAc), ClCCl (dichloromethane). Conditions: time 6 hour. Product: Cl.NC1=CC(=C(C=C1)C1(CC1)C(=O)OCC)CNC (Ethyl 1-(4-amino-2-((methylamino)methyl)phenyl)cyclopropanecarboxylate hydrochloride). Yield: 111.9%. Reaction SMILES: C(O[C:6]([N:8]([CH2:10][C:11]1[CH:16]=[C:15]([NH:17]C(OC(C)(C)C)=O)[CH:14]=[CH:13][C:12]=1[C:25]1([C:28]([O:30][CH2:31][CH3:32])=[O:29])[CH2:27][CH2:26]1)C)=O)(C)(C)C.[ClH:33]>CCOC(C)=O.ClCCl>[ClH:33].[NH2:17][C:15]1[CH:14]=[CH:13][C:12]([C:25]2([C:28]([O:30][CH2:31][CH3:32])=[O:29])[CH2:27][CH2:26]2)=[C:11]([CH2:10][NH:8][CH3:6])[CH:16]=1 |f:4.5|. Procedure: 15F (0.173 g, 0.386 mmol) was dissolved in EtOAc (3 mL) and dichloromethane (2 mL), then HCl (4M in dioxane) (2 mL, 8.00 mmol) was added. The reaction mixture was stirred for 6 h at rt. The solvent was removed under reduced pressure, and the residue was dried under high vacuum to give 15G (0.123 g, 99% yield) as an off-white solid. MS (ESI) m/z: 249.1[M+1]+. 1H NMR: (400 MHz, CD3OD) δ ppm 7.69 (1H, d, J=2.27 Hz), 7.59 (1H, d, J=8.34 Hz), 7.42 (1H, dd, J=8.34, 2.27 Hz), 4.38 (2H, s), 4.14 (2H, q,...